Dataset: the Open Reaction Database (ORD), a public repository of structured organic reaction records. Task: describe an organic reaction: reactants, conditions, products, and yield Starting materials: ClC1=C(C=NC2=CC=CC=C12)C(=O)OCC (ethyl 4-chloroquinolin-3-carboxylate), N(N)C1=NC=CC=C1 (2-hydrazinopyridine), C1(=CC=CC=C1)OC1=CC=CC=C1.C1(=CC=CC=C1)C1=CC=CC=C1 (diphenyl ether biphenyl). Solvent: C(C)OCC (diethyl ether). Conditions: time 3 hour. Product: N1=C(C=CC=C1)N1N=C2C(=CNC=3C=CC=CC23)C1=O (2-(2-pyridyl)-pyrazolo[4,3-c]quinolin-3(5H)-one). Reaction SMILES: Cl[C:2]1[C:11]2[C:6](=[CH:7][CH:8]=[CH:9][CH:10]=2)[N:5]=[CH:4][C:3]=1[C:12]([O:14]CC)=O.[NH:17]([C:19]1[CH:24]=[CH:23][CH:22]=[CH:21][N:20]=1)[NH2:18].C1(OC2C=CC=CC=2)C=CC=CC=1.C1(C2C=CC=CC=2)C=CC=CC=1>C(OCC)C>[N:20]1[CH:21]=[CH:22][CH:23]=[CH:24][C:19]=1[N:17]1[C:12](=[O:14])[C:3]2=[CH:4][NH:5][C:6]3[CH:7]=[CH:8][CH:9]=[CH:10][C:11]=3[C:2]2=[N:18]1 |f:2.3|. Procedure: The mixture of 4.0 g of ethyl 4-chloroquinolin-3-carboxylate, 2.04 g of 2-hydrazinopyridine and 50 ml of eutectic diphenyl ether-biphenyl is stirred at 110°-130° for 3 hours under nitrogen. After cooling to room temperature it is diluted with diethyl ether, filtered, the solids washed with diethyl ether and dissolved in 100 ml of aqueous sodium hydroxide. The solution is washed with diethyl ether and the pH thereof adjusted to 8.5 by addition of ammonium chloride. The precipitate formed is colle... The reactants are NC1=CC(=C(C(N1)=S)C#N)C=1OC=CC1 (6-amino-4-furan-2-yl-2-thioxo-1,2-dihydro-pyridine-3-carbonitrile), C[O-].[Na+] (sodium methylate), CI (methyl iodide). The yield is 70.8%. Yields the product NC1=NC(=C(C#N)C(=C1)C=1OC=CC1)SC (6-amino-4-furan-2-yl-2-methylsulfanyl-nicotinonitrile). RXN SMILES: [NH2:1][C:2]1[NH:7][C:6](=[S:8])[C:5]([C:9]#[N:10])=[C:4]([C:11]2[O:12][CH:13]=[CH:14][CH:15]=2)[CH:3]=1.[CH3:16][O-].[Na+].CI>CO>[NH2:1][C:2]1[CH:3]=[C:4]([C:11]2[O:12][CH:13]=[CH:14][CH:15]=2)[C:5]([C:9]#[N:10])=[C:6]([S:8][CH3:16])[N:7]=1 |f:1.2|. Procedure: To a stirred solution of 150 mg (0.69 mmol) 6-amino-4-furan-2-yl-2-thioxo-1,2-dihydro-pyridine-3-carbonitrile in 3 ml methanol were added 0.13 ml (0.69 mmol) sodium methylate solution (5.4M in ethanol) and 0.04 ml (0.69 mmol) methyl iodide and the reaction mixture stirred at room temperature for 30 minutes. The reaction mixture was then concentrated in vacuo and the residue partitioned between dichloromethane and water. The organic phase was dried over sodium sulfate and concentrated in vacuo. T... Conditions: time 30 minute. Run in CO (methanol). Starting materials: O (Water), C([O-])([O-])=O.[K+].[K+] (potassium carbonate), BrCCOC1OCCCC1 (2-(2-bromoethoxy)tetrahydro-2H-pyran), COC(N=C(C(=NC1=CC=C(C=C1)C1=NOC(=N1)C)C1=CC(=C(C(=C1)OC)OC)O)SC)=O ({2-(3-hydroxy-4,5-dimethoxyphenyl)-2-[4-(5-methyl-[1,2,4]oxadiazol-3-yl)phenylimino]-1-methylsulfanylethylidene}carbamic acid methyl ester). Solvent: CN(C)C=O (DMF), C(C)(=O)OCC (ethyl acetate). Reaction conditions: time 20 hour. Yields the product COC(N=C(C(NC1=CC=C(C=C1)C1=NOC(=N1)C)C1=CC(=C(C(=C1)OCCOC1OCCCC1)OC)OC)SC)=O ((2-{3,4-dimethoxy-5-[2-(tetrahydropyran-2-yloxy)ethoxy]phenyl}-2-[4-(5-methyl-[1,2,4]oxadiazol-3-yl)phenylamino]-1-methylsulfanylethylidene)carbamic acid methyl ester). As a reaction SMILES: C(=O)([O-])[O-].[K+].[K+].Br[CH2:8][CH2:9][O:10][CH:11]1[CH2:16][CH2:15][CH2:14][CH2:13][O:12]1.[CH3:17][O:18][C:19](=[O:49])[N:20]=[C:21]([S:47][CH3:48])[C:22]([C:36]1[CH:41]=[C:40]([O:42][CH3:43])[C:39]([O:44][CH3:45])=[C:38]([OH:46])[CH:37]=1)=[N:23][C:24]1[CH:29]=[CH:28][C:27]([C:30]2[N:34]=[C:33]([CH3:35])[O:32][N:31]=2)=[CH:26][CH:25]=1.O>CN(C=O)C.C(OCC)(=O)C>[CH3:17][O:18][C:19](=[O:49])[N:20]=[C:21]([S:47][CH3:48])[CH:22]([C:36]1[CH:37]=[C:38]([O:46][CH2:8][CH2:9][O:10][CH:11]2[CH2:16][CH2:15][CH2:14][CH2:13][O:12]2)[C:39]([O:44][CH3:45])=[C:40]([O:42][CH3:43])[CH:41]=1)[NH:23][C:24]1[CH:29]=[CH:28][C:27]([C:30]2[N:34]=[C:33]([CH3:35])[O:32][N:31]=2)=[CH:26][CH:25]=1 |f:0.1.2|. Reported procedure: After adding 300 mg of potassium carbonate and 0.1 ml of 2-(2-bromoethoxy)tetrahydro-2H-pyran to a solution of 100 mg of {2-(3-hydroxy-4,5-dimethoxyphenyl)-2-[4-(5-methyl-[1,2,4]oxadiazol-3-yl)phenylimino]-1-methylsulfanylethylidene}carbamic acid methyl ester in 1 ml of DMF, the mixture was stirred at room temperature for 20 hours. Water was added to the reaction mixture and extraction was performed with ethyl acetate. The organic layer was washed with water and saturated brine in that order, an... Starting materials: P(Br)(Br)Br (phosphorus tribromide), C1(CCCCC1)C1=CC=C(COC2=C(C=CC=C2)CCC(CCCCC(=O)OC)O)C=C1 (methyl 8-{2-[(4-cyclohexylbenzyl)oxy]phenyl}-6-hydroxyoctanoate), O (Water). Run in C(C)OCC (diethyl ether). Reaction conditions: temperature 0 celsius, time 16 hour. Yields the product BrC(CCCCC(=O)OC)CCC1=C(C=CC=C1)OCC1=CC=C(C=C1)C1CCCCC1 (Methyl 6-bromo-8-{2-[(4-cyclohexylbenzyl)oxy]phenyl}octanoate). As a reaction SMILES: P(Br)(Br)[Br:2].[CH:5]1([C:11]2[CH:36]=[CH:35][C:14]([CH2:15][O:16][C:17]3[CH:22]=[CH:21][CH:20]=[CH:19][C:18]=3[CH2:23][CH2:24][CH:25](O)[CH2:26][CH2:27][CH2:28][CH2:29][C:30]([O:32][CH3:33])=[O:31])=[CH:13][CH:12]=2)[CH2:10][CH2:9][CH2:8][CH2:7][CH2:6]1.O>C(OCC)C>[Br:2][CH:25]([CH2:24][CH2:23][C:18]1[CH:19]=[CH:20][CH:21]=[CH:22][C:17]=1[O:16][CH2:15][C:14]1[CH:35]=[CH:36][C:11]([CH:5]2[CH2:10][CH2:9][CH2:8][CH2:7][CH2:6]2)=[CH:12][CH:13]=1)[CH2:26][CH2:27][CH2:28][CH2:29][C:30]([O:32][CH3:33])=[O:31]. Reported procedure: At 0° C., 140 mg (0.51 mmol) of phosphorus tribromide were added to a solution of 500 mg (1.14 mmol) of methyl 8-{2-[(4-cyclohexylbenzyl)oxy]phenyl}-6-hydroxyoctanoate XVI in 5 ml of diethyl ether. The mixture was stirred at 0° C. for 1 h and at room temperature for another 16 h. Water was added, the mixture was extracted with cyclohexane and the combined organic phases were dried over Na2SO4. The product was purified chromatographically (silica gel, cyclohexane(ethyl acetate 10:1). The reactants are [Al+3], ClCCl, [F-], [H-], [H-], [H-], [H-], [Li+], N#Cc1cnn(CCOC(c2ccccc2)(c2ccccc2)c2ccccc2)c1N, [Na+], C1CCOC1, O. Product: NCc1cnn(CCOC(c2ccccc2)(c2ccccc2)c2ccccc2)c1N. Reaction SMILES: [Al+3:2].[Cl:39][CH2:40][Cl:41].[F-:37].[H-:1].[H-:4].[H-:5].[H-:6].[Li+:3].[NH2:7][c:8]1[c:9]([C:35]#[N:36])[cH:10][n:11][n:12]1[CH2:13][CH2:14][O:15][C:16]([c:17]1[cH:18][cH:19][cH:20][cH:21][cH:22]1)([c:23]1[cH:24][cH:25][cH:26][cH:27][cH:28]1)[c:29]1[cH:30][cH:31][cH:32][cH:33][cH:34]1.[Na+:38].[O:42]1[CH2:43][CH2:44][CH2:45][CH2:46]1.[OH2:47]>>[NH2:7][c:8]1[c:9]([CH2:35][NH2:36])[cH:10][n:11][n:12]1[CH2:13][CH2:14][O:15][C:16]([c:17]1[cH:18][cH:19][cH:20][cH:21][cH:22]1)([c:23]1[cH:24][cH:25][cH:26][cH:27][cH:28]1)[c:29]1[cH:30][cH:31][cH:32][cH:33][cH:34]1.